Dataset: the Open Reaction Database (ORD), a public repository of structured organic reaction records. Task: describe an organic reaction: reactants, conditions, products, and yield Reactants: ClC1=CC2=C(C=3N(CCO2)C=C(N3)C=3NC=CN3)C=N1 (9-chloro-2-(1H-imidazol-2-yl)-5,6-dihydroimidazo[1,2-d]pyrido[3,4-f][1,4]oxazepine), C(=O)([O-])[O-].[Cs+].[Cs+] (Cs2CO3), C(C)(C)I (isopropyl iodide). RXN SMILES: [Cl:1][C:2]1[N:20]=[CH:19][C:5]2[C:6]3[N:7]([CH:11]=[C:12]([C:14]4[NH:15][CH:16]=[CH:17][N:18]=4)[N:13]=3)[CH2:8][CH2:9][O:10][C:4]=2[CH:3]=1.C([O-])([O-])=O.[Cs+].[Cs+].[CH:27](I)([CH3:29])[CH3:28]>CN(C)C=O.O.CCOC(C)=O>[Cl:1][C:2]1[N:20]=[CH:19][C:5]2[C:6]3[N:7]([CH:11]=[C:12]([C:14]4[N:18]([CH:27]([CH3:29])[CH3:28])[CH:17]=[CH:16][N:15]=4)[N:13]=3)[CH2:8][CH2:9][O:10][C:4]=2[CH:3]=1 |f:1.2.3|. The solvent is O (water), CCOC(=O)C (EtOAc), CN(C=O)C (N,N-dimethylformamide). Yield: 47.7%. Yields the product ClC1=CC2=C(C=3N(CCO2)C=C(N3)C=3N(C=CN3)C(C)C)C=N1 (9-chloro-2-(1-isopropyl-1H-imidazol-2-yl)-5,6-dihydroimidazo[1,2-d]pyrido[3,4-f][1,4]oxazepine). Procedure: To a solution of 9-chloro-2-(1H-imidazol-2-yl)-5,6-dihydroimidazo[1,2-d]pyrido[3,4-f][1,4]oxazepine (0.402 g, 1.4 mmol) in N,N-dimethylformamide (9.6 mL) was added Cs2CO3 (0.6 g, 2.0 mmol) followed by isopropyl iodide (0.2 mL, 2 mmol). The reaction mixture was heated at 50° C. for a 20 h period. The mixture was subsequently cooled to room temperature and diluted with water and EtOAc. The mixture was extracted twice with EtOAc, dried over MgSO4, filtered and concentrated. The resultant residue wa... Run at temperature 50 celsius. Reactants: O=C(O)C(Br)c1ccc(F)cc1, O=C(Cl)C(=O)Cl, ClCCl, CN(C)C=O. Product: NC(=O)C(Br)c1ccc(F)cc1. As a reaction SMILES: [Br:1][CH:2]([C:3](=[O:4])[OH:5])[c:6]1[cH:7][cH:8][c:9]([F:12])[cH:10][cH:11]1.[Cl:18][C:19]([C:20]([Cl:21])=[O:22])=[O:23].[Cl:24][CH2:25][Cl:26].[O:13]=[CH:14][N:15]([CH3:16])[CH3:17]>>[Br:1][CH:2]([C:3](=[O:4])[NH2:15])[c:6]1[cH:7][cH:8][c:9]([F:12])[cH:10][cH:11]1. Starting materials: COC(C1=CC(=CC=C1)C=1C=NC(=C(C1)C=1SC2=C(N1)C=CC=C2)N)=O (3-(6-amino-5-benzothiazol-2-ylpyridin-3-yl)-benzoic acid methyl ester), ( 100 ), COC(=O)C1=NC=CC(=C1)C=1C=NC(=C(C1)C=1SC2=C(N1)C=CC=C2)N (6-amino-5-benzothiazol-2-yl-[3,4′]bipyridinyl-2′-carboxylic acid methyl ester), [OH-].[Na+] (NaOH). Run in CO (MeOH). Product: NC1=C(C=C(C=N1)C1=CC(=NC=C1)C(=O)O)C=1SC2=C(N1)C=CC=C2 (6-Amino-5-benzothiazol-2-yl-[3,4′]bipyridinyl-2′-carboxylic acid). As a reaction SMILES: COC(=O)C1C=CC=C(C2C=NC(N)=C(C3SC4C=CC=CC=4N=3)C=2)C=1.C[O:28][C:29]([C:31]1[CH:36]=[C:35]([C:37]2[CH:38]=[N:39][C:40]([NH2:52])=[C:41]([C:43]3[S:44][C:45]4[CH:51]=[CH:50][CH:49]=[CH:48][C:46]=4[N:47]=3)[CH:42]=2)[CH:34]=[CH:33][N:32]=1)=[O:30].[OH-].[Na+]>CO>[NH2:52][C:40]1[N:39]=[CH:38][C:37]([C:35]2[CH:34]=[CH:33][N:32]=[C:31]([C:29]([OH:30])=[O:28])[CH:36]=2)=[CH:42][C:41]=1[C:43]1[S:44][C:45]2[CH:51]=[CH:50][CH:49]=[CH:48][C:46]=2[N:47]=1 |f:2.3|. Procedure details: Following the procedure for 3-(6-amino-5-benzothiazol-2-ylpyridin-3-yl)-benzoic acid methyl ester, the title compound was prepared from 6-amino-5-benzothiazol-2-yl-[3,4′]bipyridinyl-2′-carboxylic acid methyl ester (1.14 g, 3.2 mmol) and NaOH (0.48 g, 12 mmol) in MeOH (10 mL). 1H NMR (400 MHz, DMSO-d6): δ=13.0 (very brs, 1H), 8.62 (d, J=2.2 Hz, 1H), 8.29 (d, J=2.2 Hz, 1H), 8.19-8.13 (m, 3H), 8.12 (d, J=7.8 Hz, 1H), 8.04-8.00 & 7.88-7.84 (AA′BB′, 4H), 7.57 (ddd, J=1.0, 7.0, 8.0 Hz, 1H), 7.49 (ddd,... Reactants: OC1(c2cc(C(F)(F)F)nc3c(C(F)(F)F)cccc23)CCN(Cc2ccccc2)CC1, CO, [H][H], [OH-], [OH-], [Pd+2]. Product: OC1(c2cc(C(F)(F)F)nc3c(C(F)(F)F)cccc23)CCNCC1. Reaction SMILES: [CH2:1]([c:2]1[cH:3][cH:4][cH:5][cH:6][cH:7]1)[N:8]1[CH2:9][CH2:10][C:11]([OH:14])([c:15]2[cH:16][c:17]([C:29]([F:30])([F:31])[F:32])[n:18][c:19]3[c:20]([C:25]([F:26])([F:27])[F:28])[cH:21][cH:22][cH:23][c:24]23)[CH2:12][CH2:13]1.[CH3:35][OH:36].[H:33][H:34].[OH-:37].[OH-:39].[Pd+2:38]>>[NH:8]1[CH2:9][CH2:10][C:11]([OH:14])([c:15]2[cH:16][c:17]([C:29]([F:30])([F:31])[F:32])[n:18][c:19]3[c:20]([C:25]([F:26])([F:27])[F:28])[cH:21][cH:22][cH:23][c:24]23)[CH2:12][CH2:13]1. Reactants: Br, Cc1c(Cl)ccc(Cl)c1C, Clc1ccccc1, CC(C)(C#N)N=NC(C)(C)C#N, OO, O=S(=O)(O)O. Yields the product Cc1c(Cl)ccc(Cl)c1CBr. As a reaction SMILES: [BrH:16].[Cl:1][c:2]1[c:3]([CH3:10])[c:4]([CH3:9])[c:5]([Cl:8])[cH:6][cH:7]1.[Cl:31][c:32]1[cH:33][cH:34][cH:35][cH:36][cH:37]1.[N:17]#[C:18][C:19]([N:20]=[N:21][C:22]([C:23]#[N:24])([CH3:25])[CH3:26])([CH3:27])[CH3:28].[OH:29][OH:30].[S:11](=[O:12])(=[O:13])([OH:14])[OH:15]>>[Cl:1][c:2]1[c:3]([CH3:10])[c:4]([CH2:9][Br:16])[c:5]([Cl:8])[cH:6][cH:7]1. The reactants are C([O-])(O)=O.[Na+] (sodium bicarbonate), CC1=CC=C(C=C1)C(CCC1=CC=C(C=C1)N)=O (1-(4-methylphenyl)-3-(4-aminophenyl)-n-propan-1-one), CN(C(=O)Cl)OC (N-methyl-N-methoxycarbamyl chloride). The solvent is O1CCCC1 (tetrahydrofuran). Reaction conditions: temperature 25 celsius, time 6 hour. The product is CC1=CC=C(C=C1)C(CCC1=CC=C(C=C1)NC(=O)N(OC)C)=O (N-[4-(3-(4-Methylphenyl)-n-propan-3-onyl)-phenyl]-N'-methyl-N'-methoxyurea). RXN SMILES: C(=O)(O)[O-].[Na+].[CH3:6][C:7]1[CH:12]=[CH:11][C:10]([C:13](=[O:23])[CH2:14][CH2:15][C:16]2[CH:21]=[CH:20][C:19]([NH2:22])=[CH:18][CH:17]=2)=[CH:9][CH:8]=1.[CH3:24][N:25]([O:29][CH3:30])[C:26](Cl)=[O:27]>O1CCCC1>[CH3:6][C:7]1[CH:12]=[CH:11][C:10]([C:13](=[O:23])[CH2:14][CH2:15][C:16]2[CH:17]=[CH:18][C:19]([NH:22][C:26]([N:25]([CH3:24])[O:29][CH3:30])=[O:27])=[CH:20][CH:21]=2)=[CH:9][CH:8]=1 |f:0.1|. Procedure details: 15.3 g of sodium bicarbonate were added to a solution, in 250 ml of tetrahydrofuran, of 36 g of the 1-(4-methylphenyl)-3-(4-aminophenyl)-n-propan-1-one prepared as described in Example A, and 18.5 g of N-methyl-N-methoxycarbamyl chloride were added dropwise at 10°-15° C., while cooling with ice. The mixture was stirred for 6 hours at 25° C., after which it was filtered and the filtrate was evaporated down under reduced pressure. The oil obtained crystallized after trituration with diisopropyl et...